This data is from the Open Reaction Database (ORD), a public repository of structured organic reaction records. The task is: describe an organic reaction: reactants, conditions, products, and yield As a reaction SMILES: [OH:1][C:2]1[CH:7]=[C:6]([C:8]([OH:10])=[O:9])[CH:5]=[CH:4][N:3]=1.[C:11](Cl)(=O)C>CO>[O:1]=[C:2]1[CH:7]=[C:6]([C:8]([O:10][CH3:11])=[O:9])[CH:5]=[CH:4][NH:3]1. The reactants are OC1=NC=CC(=C1)C(=O)O (2-hydroxypyridine-4-carboxylic acid), C(C)(=O)Cl (acetyl chloride). The solvent is CO (MeOH). Yields the product O=C1NC=CC(=C1)C(=O)OC (Methyl 2-oxo-1,2-dihydropyridine-4-carboxylate). Reaction conditions: time 20 hour. Procedure details: To a stirred solution of 2-hydroxypyridine-4-carboxylic acid (5.0 g) in MeOH (50 ml) was added acetyl chloride (26 ml) dropwise at 0° C. over 15 min. The reaction mixture was slowly warmed to room temperature, and stirred for 20 h. The reaction mixture was concentrated in vacuo, and diluted with EtOAc and water. The organic layer was washed with saturated NaHCO3 solution, concentrated in vacuo, and purified by column chromatography (MeOH/DCM) to afford the title compound (3.5 g) as an off-white ...